Dataset: the Open Reaction Database (ORD), a public repository of structured organic reaction records. Task: describe an organic reaction: reactants, conditions, products, and yield The reactants are NC1=C(C(=O)N)C=C(C=C1)N(C)C (2-Amino-5-(N,N-dimethylamino)benzamide), N1CCCCC1 (piperidine). Product: NC1=C(C(=O)N)C=C(C=C1)N1CCCCC1 (2-Amino-5-piperidinylbenzamide). Reaction SMILES: [NH2:1][C:2]1[CH:10]=[CH:9][C:8]([N:11]([CH3:13])[CH3:12])=[CH:7][C:3]=1[C:4]([NH2:6])=[O:5].N1CC[CH2:17][CH2:16][CH2:15]1>>[NH2:1][C:2]1[CH:10]=[CH:9][C:8]([N:11]2[CH2:13][CH2:17][CH2:16][CH2:15][CH2:12]2)=[CH:7][C:3]=1[C:4]([NH2:6])=[O:5]. Procedure: According to the preparation of 25, piperidine was used to afford 27 (0.8 g) as brown powder; MS m/z 219 (M+). Starting materials: Nc1cnc(-c2ccncc2F)c(-c2cccnc2)n1, O=N[O-], [Na+], [Na+], [OH-], O, O=S(=O)(O)O. Yields the product O=c1cnc(-c2ccncc2F)c(-c2cccnc2)[nH]1. RXN SMILES: [F:5][c:6]1[cH:7][n:8][cH:9][cH:10][c:11]1-[c:12]1[n:13][cH:14][c:15]([NH2:24])[n:16][c:17]1-[c:18]1[cH:19][n:20][cH:21][cH:22][cH:23]1.[N:1]([O-:2])=[O:3].[Na+:31].[Na+:4].[OH-:30].[OH2:32].[S:25]([OH:26])(=[O:27])(=[O:28])[OH:29]>>[F:5][c:6]1[cH:7][n:8][cH:9][cH:10][c:11]1-[c:12]1[n:13][cH:14][c:15](=[O:26])[nH:16][c:17]1-[c:18]1[cH:19][n:20][cH:21][cH:22][cH:23]1.